Task: describe an organic reaction: reactants, conditions, products, and yield. Dataset: the Open Reaction Database (ORD), a public repository of structured organic reaction records Reactants: C1(=CC=CC=C1)C(C(=CC=C(C(=O)OCC)N(C)C)SC)=O (ethyl 6-phenyl-6-oxo-5-methylthio-2-dimethylamino2,4-hexadienoate), CC[O-].[Na+] (sodium ethylate), α-methylthio-4-fluoroacetophenone, F[B-](F)(F)F.CN(C(=CC=[N+](C)C)C(=O)OCC)C (N-(3-dimethylamino-3-ethoxycarbonylpropenylidene)-N-methylmethanaminium tetrafluoroborate), ethanolic solution. Solvent: C(C)O (ethanol). Product: CN(C(C(=O)OCC)=CC=C(C(=O)C1=CC=C(C=C1)F)SC)C (ethyl 2-dimethylamino-6-(4-fluorophenyl)-5-methylthio-6-oxo-2,4-hexadienoate). As a reaction SMILES: [C:1]1([C:7](=[O:22])[C:8]([S:20][CH3:21])=[CH:9][CH:10]=[C:11]([N:17]([CH3:19])[CH3:18])[C:12]([O:14][CH2:15][CH3:16])=[O:13])[CH:6]=[CH:5][CH:4]=[CH:3][CH:2]=1.[F:23][B-](F)(F)F.CN(C)C(C(OCC)=O)=CC=[N+](C)C.CC[O-].[Na+]>C(O)C>[CH3:19][N:17]([CH3:18])[C:11](=[CH:10][CH:9]=[C:8]([S:20][CH3:21])[C:7]([C:1]1[CH:2]=[CH:3][C:4]([F:23])=[CH:5][CH:6]=1)=[O:22])[C:12]([O:14][CH2:15][CH3:16])=[O:13] |f:1.2,3.4|. Procedure: The procedure is as in Example 4 for the preparation of ethyl 6-phenyl-6-oxo-5-methylthio-2-dimethylamino2,4-hexadienoate, starting with N-(3-dimethylamino-3-ethoxycarbonylpropenylidene)-N-methylmethanaminium tetrafluoroborate (10 g), a 2M ethanolic solution of sodium ethylate (21 cc) and α-methylthio-4-fluoroacetophenone (6.5 g) in ethanol (100 cc). After purification by chromatography on a silica column with a mixture of cyclohexane and ethyl acetate (50:50 by volume) as eluent, ethyl 2-dimeth... Starting materials: resultant mixture, N(=NC(=O)OCC)C(=O)OCC (diethyl azodicarboxylate), FC(C(=O)N(N)C([C@@H](NC(=O)OC(C)(C)C)CO)=O)(F)F (N-(t-Butoxycarbonyl) (L)-serine trifluoroacetyl hydrazide), C1(=CC=CC=C1)P(C1=CC=CC=C1)C1=CC=CC=C1 (triphenylphosphine). The solvent is C1CCOC1 (THF), C1CCOC1 (THF). Yields the product C(C)(C)(C)OC(=O)N[C@@H]1C(NN(C1)C(C(F)(F)F)=O)=O (4-(S)-(t-butoxycarbonylamino)-1-(trifluoroacetyl)-3-oxo-1,2-diazolidine). Yield: 85.8%. As a reaction SMILES: [F:1][C:2]([F:21])([F:20])[C:3]([N:5]([C:7](=O)[C@H:8]([CH2:17][OH:18])[NH:9][C:10]([O:12][C:13]([CH3:16])([CH3:15])[CH3:14])=[O:11])[NH2:6])=[O:4].C1(P(C2C=CC=CC=2)C2C=CC=CC=2)C=CC=CC=1.N(C(OCC)=O)=NC(OCC)=O>C1COCC1>[C:13]([O:12][C:10]([NH:9][C@H:8]1[CH2:7][N:5]([C:3](=[O:4])[C:2]([F:21])([F:20])[F:1])[NH:6][C:17]1=[O:18])=[O:11])([CH3:16])([CH3:15])[CH3:14]. Procedure details: N-(t-Butoxycarbonyl) (L)-serine trifluoroacetyl hydrazide (3.78 g, 12 mmol) and triphenylphosphine (3.46 g, 13.2 mmol) were dissolved in THF (50 ml). To the solution was added a THF solution (10 ml) of 95% diethyl azodicarboxylate (2.42 g, 2.19 ml, 13.2 mmol). The resultant mixture was stirred at room temperature for six hours and then the solvent was removed in vacuo. The residue was dissolved in ethyl acetate (100 ml) and then the solution was washed with aqueous sodium bicarbonate solution (3... Reactants: ClC1=NC=C(C(=O)Cl)C=C1 (6-chloro-nicotinoyl chloride), Cl.NC=1C=CC(=NC1)O (5-amino-2-hydroxypyridine hydrochloride), C([O-])(O)=O.[Na+] (sodium bicarbonate). Run in O1CCCC1 (tetrahydrofuran). Run at time 2 hour. The product is ClC1=NC=C(C(=O)NC=2C=NC(=CC2)O)C=C1 (6-Chloro-N-(6-hydroxy-pyridin-3-yl)-nicotinamide). RXN SMILES: [Cl:1][C:2]1[CH:10]=[CH:9][C:5]([C:6](Cl)=[O:7])=[CH:4][N:3]=1.Cl.[NH2:12][C:13]1[CH:14]=[CH:15][C:16]([OH:19])=[N:17][CH:18]=1.C(=O)(O)[O-].[Na+]>O1CCCC1>[Cl:1][C:2]1[CH:10]=[CH:9][C:5]([C:6]([NH:12][C:13]2[CH:18]=[N:17][C:16]([OH:19])=[CH:15][CH:14]=2)=[O:7])=[CH:4][N:3]=1 |f:1.2,3.4|. Procedure details: A solution of 6-chloro-nicotinoyl chloride (0.40 g, 2.27 mmol) and 5-amino-2-hydroxypyridine hydrochloride (0.33 g, 2.25 mmol) in dry tetrahydrofuran (15 mL) was stirred at room temperature for 1 hour. Saturated sodium bicarbonate (aq) was added and the solution was extracted three times with dichloromethane. The combined organic layers were dried over sodium sulphate, filtered and evaporated in vacuo. The residue was dissolved in a mixture of methanol (10 mL) and aqueous sodium hydroxide (1N, 2... Reactants: CCCCC1CCNCC1, O=c1oc2cc(F)ccc2n1CCCCl. Yields the product CCCCC1CCN(CCCn2c(=O)oc3cc(F)ccc32)CC1. Reaction SMILES: [CH2:16]([CH2:17][CH2:18][CH3:19])[CH:20]1[CH2:21][CH2:22][NH:23][CH2:24][CH2:25]1.[Cl:1][CH2:2][CH2:3][CH2:4][n:5]1[c:6](=[O:15])[o:7][c:8]2[c:9]1[cH:10][cH:11][c:12]([F:14])[cH:13]2>>[CH2:2]([CH2:3][CH2:4][n:5]1[c:6](=[O:15])[o:7][c:8]2[c:9]1[cH:10][cH:11][c:12]([F:14])[cH:13]2)[N:23]1[CH2:22][CH2:21][CH:20]([CH2:16][CH2:17][CH2:18][CH3:19])[CH2:25][CH2:24]1. Isolated yield 95.5%. As a reaction SMILES: [O:1]([NH2:3])[CH3:2].S([O-])([O-])(=O)=O.[CH3:9][NH:10][C:11](=[O:30])[C:12]([C:14]1[CH:19]=[CH:18][CH:17]=[CH:16][C:15]=1[CH2:20][O:21][C:22]1[CH:27]=[C:26]([CH3:28])[CH:25]=[CH:24][C:23]=1[CH3:29])=O.Cl>C1(C)C=CC=CC=1.CO>[CH3:9][NH:10][C:11](=[O:30])/[C:12](/[C:14]1[CH:19]=[CH:18][CH:17]=[CH:16][C:15]=1[CH2:20][O:21][C:22]1[CH:27]=[C:26]([CH3:28])[CH:25]=[CH:24][C:23]=1[CH3:29])=[N:3]/[O:1][CH3:2]. Starting materials: aqueous solution, Cl (hydrochloric acid), O(C)N (methoxylamine), S(=O)(=O)([O-])[O-] (sulfate), CNC(C(=O)C1=C(C=CC=C1)COC1=C(C=CC(=C1)C)C)=O (N-methyl-2-[2-(2,5-dimethylphenoxymethyl)phenyl]-2-oxo-acetamide). Product: CNC(/C(=N/OC)/C1=C(C=CC=C1)COC1=C(C=CC(=C1)C)C)=O ((E)-N-methyl-2-[2-(2,5-dimethylphenoxymethyl)phenyl]-2-methoxyiminoacetamide). The solvent is CO (methyl alcohol), C1(=CC=CC=C1)C (Toluene), CO (Methyl alcohol), C1(=CC=CC=C1)C (toluene). Run at temperature 80 celsius. Procedure: Methyl alcohol (10 ml) and a 50% aqueous solution (1.15 g, 6 mmol) of methoxylamine.1/2 sulfate were added to N-methyl-2-[2-(2,5-dimethylphenoxymethyl)phenyl]-2-oxo-acetamide (1.49 g, 5 mmol). The mixture was refluxed for 6 hours. After completion of the reaction, methyl alcohol was evaporated under reduced pressure. Toluene (10 ml) and conc. hydrochloric acid (1.04 g, 10 mmol) were added to the resulting residue (E/Z=47/53). The mixture was heated at 80° C. for 2 hours. After cooling, toluene (... Starting materials: COC(C1=CC(=CC=C1)NC(=O)NC1=CC=C(C=C1)C(C)(C)C)=O (methyl-3-[3-(4-tert-butylphenyl)-ureido]-benzoate), [I-].[Li+] (lithium iodide). Solvent: N1=CC=CC=C1 (pyridine). The product is C(C)(C)(C)C1=CC=C(C=C1)NC(NC=1C=C(C(=O)O)C=CC1)=O (3-[3-(4-TERT-BUTYLPHENYL)-UREIDO]-BENZOIC ACID). Isolated yield 67.2%. Reaction SMILES: C[O:2][C:3](=[O:24])[C:4]1[CH:9]=[CH:8][CH:7]=[C:6]([NH:10][C:11]([NH:13][C:14]2[CH:19]=[CH:18][C:17]([C:20]([CH3:23])([CH3:22])[CH3:21])=[CH:16][CH:15]=2)=[O:12])[CH:5]=1.[I-].[Li+]>N1C=CC=CC=1>[C:20]([C:17]1[CH:16]=[CH:15][C:14]([NH:13][C:11](=[O:12])[NH:10][C:6]2[CH:5]=[C:4]([CH:9]=[CH:8][CH:7]=2)[C:3]([OH:24])=[O:2])=[CH:19][CH:18]=1)([CH3:23])([CH3:21])[CH3:22] |f:1.2|. Reported procedure: A solution of methyl-3-[3-(4-tert-butylphenyl)-ureido]-benzoate (0.19 g, 0.58 mmol) in pyridine (15 mL) was treated with anhydrous lithium iodide (0.78 g, 6.0 mmol), and the resulting solution was heated to reflux for 20 h. The solution was cooled and partially evaporated, and the residual material was partitioned between 1 N aq. HCl and ethyl acetate. The aqueous layer was extracted with more ethyl acetate, and the organic extracts were washed with brine, combined, dried over magnesium sulfate,...